Dataset: the Open Reaction Database (ORD), a public repository of structured organic reaction records. Task: describe an organic reaction: reactants, conditions, products, and yield The reactants are CC=1C=CC(=CC1)S(=O)(=O)O (TsOH), C(OC\C=C\C1=CC=CC=C1)(OC)=O ((E)-cinnamyl methyl carbonate), 1,1′-Dinaphthyl-2,2′-di-(S,S)-1-phenylethylphosphoramidite, [Ir(COD)Cl]2, C(C1=CC=CC=C1)N (benzylamine). Run in C1CCOC1 (THF). The product is C(C1=CC=CC=C1)N[C@@H](C=C)C1=CC=CC=C1 ((1S)-N-benzyl-1-phenylprop-2-en-1-amine). The yield is 44.8%. Reaction SMILES: C(=O)(OC)O[CH2:3]/[CH:4]=[CH:5]/[C:6]1[CH:11]=[CH:10][CH:9]=[CH:8][CH:7]=1.[CH2:15]([NH2:22])[C:16]1[CH:21]=[CH:20][CH:19]=[CH:18][CH:17]=1.CC1C=CC(S(O)(=O)=O)=CC=1>C1COCC1>[CH2:15]([NH:22][C@H:5]([C:6]1[CH:11]=[CH:10][CH:9]=[CH:8][CH:7]=1)[CH:4]=[CH2:3])[C:16]1[CH:21]=[CH:20][CH:19]=[CH:18][CH:17]=1. Reported procedure: To a solution of (E)-cinnamyl methyl carbonate (0.50 g) in THF (10 mL) at RT under N2 was added the (S)-(1,1′-Dinaphthyl-2,2′-di-(S,S)-1-phenylethylphosphoramidite* (0.140 g), [Ir(COD)Cl]2 (0.035 g) and benzylamine (0.557 g). The reaction mixture was stirred at reflux overnight, then cooled to RT. MP-TsOH resin (4.07 mmol/g, 2 g) was added to the reaction mixture and the resulting mixture stirred for 1 hr. The resin was then filtered from the reaction mixture and thoroughly washed with MeOH. The... Starting materials: CC(C)(C)OC(=O)N1C(=O)C2(F)CCCC2c2cc(Cl)ccc21, CCOC(C)=O, ClCCl, O, O=C(O)C(F)(F)F. Yields the product O=C1Nc2ccc(Cl)cc2C2CCCC12F. As a reaction SMILES: [C:1]([O:2][C:3](=[O:4])[N:8]1[C:9](=[O:23])[C:10]2([F:22])[CH:11]([c:12]3[cH:13][c:14]([Cl:18])[cH:15][cH:16][c:17]31)[CH2:19][CH2:20][CH2:21]2)([CH3:5])([CH3:6])[CH3:7].[CH3:35][CH2:36][O:37][C:38](=[O:39])[CH3:40].[Cl:31][CH2:32][Cl:33].[OH2:34].[OH:24][C:25]([C:26]([F:27])([F:28])[F:29])=[O:30]>>[NH:8]1[C:9](=[O:23])[C:10]2([F:22])[CH:11]([c:12]3[cH:13][c:14]([Cl:18])[cH:15][cH:16][c:17]31)[CH2:19][CH2:20][CH2:21]2. The reactants are OC(CC=1OC2=C(N1)C=CC=C2)C=2C(=NC(=C(C2)CC)C)OC (2-[2(R/S)-hydroxy-2-(2-methoxy-5-ethyl-6-methylpyridin-3-yl)ethyl]benzoxazole), Cl.N1=CC=CC=C1 (pyridine hydrochloride). Conditions: time 5 minute. Yields the product O1C(=NC2=C1C=CC=C2)C=CC=2C(NC(=C(C2)CC)C)=O (3-[2-(benzoxazol-2-yl)-ethenyl]-5-ethyl-6-methyl-2-(1H)-pyridinone). The yield is 76.0%. Reaction SMILES: O[CH:2]([C:13]1[C:14]([O:22]C)=[N:15][C:16]([CH3:21])=[C:17]([CH2:19][CH3:20])[CH:18]=1)[CH2:3][C:4]1[O:5][C:6]2[CH:12]=[CH:11][CH:10]=[CH:9][C:7]=2[N:8]=1.Cl.N1C=CC=CC=1>>[O:5]1[C:6]2[CH:12]=[CH:11][CH:10]=[CH:9][C:7]=2[N:8]=[C:4]1[CH:3]=[CH:2][C:13]1[C:14](=[O:22])[NH:15][C:16]([CH3:21])=[C:17]([CH2:19][CH3:20])[CH:18]=1 |f:1.2|. Procedure details: A mixture of 2-[2(R/S)-hydroxy-2-(2-methoxy-5-ethyl-6-methylpyridin-3-yl)ethyl]benzoxazole (72 mg, 0.23 mmol) and pyridine hydrochloride (133 mg, 1.2 mmol), under a nitrogen atmosphere, was placed in a preheated oil bath (165° C.) for 5 minutes. The reaction flask was removed, cooled, and water added to give a solid. This crude product was extracted into chloroform, dried (MgSO4) and the solvent evaporated to yield 49 mg (75%) of pure product. Recrystallization from methanol gave 15 mg of analyt... Starting materials: Brc1cn[nH]c1, CON(C)C(=O)c1ccc(Br)cc1, [Li]C(C)(C)C, CCOC(C)=O. The product is O=C(c1ccc(Br)cc1)c1cn[nH]c1. As a reaction SMILES: [Br:1][c:2]1[cH:3][n:4][nH:5][cH:6]1.[Br:7][c:8]1[cH:9][cH:10][c:11]([C:12](=[O:13])[N:14]([O:15][CH3:16])[CH3:17])[cH:18][cH:19]1.[C:20]([Li:21])([CH3:22])([CH3:23])[CH3:24].[CH3:25][CH2:26][O:27][C:28](=[O:29])[CH3:30]>>[c:2]1([C:12]([c:11]2[cH:10][cH:9][c:8]([Br:7])[cH:19][cH:18]2)=[O:13])[cH:3][n:4][nH:5][cH:6]1. The reactants are CN(C(C1=C(C=CC(=C1)C1=CC=CC=C1)CN1CCNCC1)=O)C (N,N-Dimethyl-5-phenyl-2-(piperazin-1-ylmethyl)benzamide), FC(C(C(F)(F)F)O)(F)F (1,1,1,3,3,3-Hexafluoropropan-2-ol), C(C)(C)N(C(C)C)CC (N,N-diisopropylethylamine), ClC(Cl)(OC(OC(Cl)(Cl)Cl)=O)Cl (triphosgene). The solvent is ClCCl (dichloromethane), O (water). Reaction conditions: time 30 minute. Product: CN(C(=O)C1=C(C=CC(=C1)C1=CC=CC=C1)CN1CCN(CC1)C(=O)OC(C(F)(F)F)C(F)(F)F)C (1,1,1,3,3,3-hexafluoropropan-2-yl 4-[[2-(dimethylcarbamoyl)-4-phenylphenyl]methyl]piperazine-1-carboxylate). Yield: 94.8%. Reaction SMILES: ClC(Cl)(O[C:5](=[O:11])OC(Cl)(Cl)Cl)Cl.[F:13][C:14]([F:22])([F:21])[CH:15]([OH:20])[C:16]([F:19])([F:18])[F:17].C(N(CC)C(C)C)(C)C.[CH3:32][N:33]([CH3:55])[C:34](=[O:54])[C:35]1[CH:40]=[C:39]([C:41]2[CH:46]=[CH:45][CH:44]=[CH:43][CH:42]=2)[CH:38]=[CH:37][C:36]=1[CH2:47][N:48]1[CH2:53][CH2:52][NH:51][CH2:50][CH2:49]1>ClCCl.O>[CH3:32][N:33]([CH3:55])[C:34]([C:35]1[CH:40]=[C:39]([C:41]2[CH:46]=[CH:45][CH:44]=[CH:43][CH:42]=2)[CH:38]=[CH:37][C:36]=1[CH2:47][N:48]1[CH2:53][CH2:52][N:51]([C:5]([O:20][CH:15]([C:16]([F:19])([F:18])[F:17])[C:14]([F:22])([F:21])[F:13])=[O:11])[CH2:50][CH2:49]1)=[O:54]. Procedure details: A 100 mL round-bottom flask was charged with triphosgene (55.0 mg, 0.190 mmol, 0.30 equiv) in dichloromethane (10 mL). 1,1,1,3,3,3-Hexafluoropropan-2-ol (104 mg, 0.620 mmol, 1.00 equiv) and N,N-diisopropylethylamine (152 mg, 1.18 mmol, 1.90 equiv) were added dropwise. The mixture was stirred for 30 min at room temperature. N,N-Dimethyl-5-phenyl-2-(piperazin-1-ylmethyl)benzamide (200 mg, 0.620 mmol, 1.00 equiv) was added. The resulting solution was stirred overnight at room temperature, diluted w... Reactants: C(C1=CC=CC=C1)ONC([C@@H](CO)N(S(=O)(=O)C1=C(C=C(C=C1C)OC)C)CC1=CC2=C(C=C1)OCO2)=O (N-benzyloxy-2(R)-[(3,4-methylenedioxybenzyl)-(4-methoxy-2,6-dimethylbenzenesulfonyl)amino]-3-hydroxypropionamide), C(C)(=O)OC(C)=O (acetic anhydride). The solvent is N1=CC=CC=C1 (pyridine). Product: C(C1=CC=CC=C1)ONC([C@@H](COC(C)=O)N(S(=O)(=O)C1=C(C=C(C=C1C)OC)C)CC1=CC2=C(C=C1)OCO2)=O (N-benzyloxy-2(R)-[(3,4-methylenedioxy-benzyl)-(4-methoxy-2,6-dimethylbenzenesulfonyl)amino]-3-acetoxypropionamide). RXN SMILES: [CH2:1]([O:8][NH:9][C:10](=[O:38])[C@H:11]([N:14]([CH2:28][C:29]1[CH:34]=[CH:33][C:32]2[O:35][CH2:36][O:37][C:31]=2[CH:30]=1)[S:15]([C:18]1[C:23]([CH3:24])=[CH:22][C:21]([O:25][CH3:26])=[CH:20][C:19]=1[CH3:27])(=[O:17])=[O:16])[CH2:12][OH:13])[C:2]1[CH:7]=[CH:6][CH:5]=[CH:4][CH:3]=1.[C:39](OC(=O)C)(=[O:41])[CH3:40]>N1C=CC=CC=1>[CH2:1]([O:8][NH:9][C:10](=[O:38])[C@H:11]([N:14]([CH2:28][C:29]1[CH:34]=[CH:33][C:32]2[O:35][CH2:36][O:37][C:31]=2[CH:30]=1)[S:15]([C:18]1[C:23]([CH3:24])=[CH:22][C:21]([O:25][CH3:26])=[CH:20][C:19]=1[CH3:27])(=[O:17])=[O:16])[CH2:12][O:13][C:39](=[O:41])[CH3:40])[C:2]1[CH:7]=[CH:6][CH:5]=[CH:4][CH:3]=1. Procedure: To a solution of N-benzyloxy-2(R)-[(3,4-methylenedioxybenzyl)-(4-methoxy-2,6-dimethylbenzenesulfonyl)amino]-3-hydroxypropionamide (450 mg, 0.82 mmol) in pyridine (2 mL) at 0° C. was added acetic anhydride (0.09 mL, 0.98 mmol). The reaction mixture was allowed to warm to room temperature over 12 h and then partitioned between 2 N aqueous hydrochloric acid and methylene chloride (100 mL). The methylene chloride layer was separated, dried over magnesium sulfate, and concentrated. Purification of th...